Task: describe an organic reaction: reactants, conditions, products, and yield. Dataset: the Open Reaction Database (ORD), a public repository of structured organic reaction records Starting materials: C1CCOC1 (THF), C(C)OC(\C=C\C=1C(=NC(=NC1C1=C(C=C(C=C1)F)C)SC)NC1=C(C=CC=C1F)F)=O ((E)-3-[4-(2,6-difluoro-phenylamino)-6-(4-fluoro-2-methyl-phenyl)-2-methylsulfanyl-pyrimidin-5-yl]-acrylic acid ethyl ester), CCOC(=O)C (EtOAc), Cl (HCl). Run in CO (MeOH), O (H2O). Run at time 30 minute. Product: COC(CCC=1C(=NC(=NC1C1=C(C=C(C=C1)F)C)SC)NC1=C(C=CC=C1F)F)=O (3-[4-(2,6-difluoro-phenylamino)-6-(4-fluoro-2-methyl-phenyl)-2-methylsulfanyl-pyrimidin-5-yl]-propionic acid methyl ester). As a reaction SMILES: C1COCC1.[CH2:6]([O:8][C:9](=[O:37])/[CH:10]=[CH:11]/[C:12]1[C:13]([NH:28][C:29]2[C:34]([F:35])=[CH:33][CH:32]=[CH:31][C:30]=2[F:36])=[N:14][C:15]([S:26][CH3:27])=[N:16][C:17]=1[C:18]1[CH:23]=[CH:22][C:21]([F:24])=[CH:20][C:19]=1[CH3:25])C.Cl.CCOC(C)=O>CO.O>[CH3:6][O:8][C:9](=[O:37])[CH2:10][CH2:11][C:12]1[C:13]([NH:28][C:29]2[C:34]([F:35])=[CH:33][CH:32]=[CH:31][C:30]=2[F:36])=[N:14][C:15]([S:26][CH3:27])=[N:16][C:17]=1[C:18]1[CH:23]=[CH:22][C:21]([F:24])=[CH:20][C:19]=1[CH3:25]. Procedure details: To a solution of SmI2 in THF (0.1M) (Aldrich) (15 mL, 1 5 mmol) and MeOH (3 mL) was added the product of Example 30 (100 mg, 0.22 mmol) and the reaction mixture maintained its blue color. The presence of new product and the disappearance of starting material was indicated by hplc. After 30 min, the reaction was diluted with H2O (10 mL), then 1 M HCl (3 mL), followed by EtOAc (20 mL), the layers were shaken together and separated. The aq phase was washed with EtOAc (20 mL) and the combined EtOAc ... Reactants: O=C1CCC(=O)N1Br, CCOC(C)=O, O=C(O)c1ccc(F)cc1O, CN(C)C=O. Yields the product O=C(O)c1cc(Br)c(F)cc1O. Reaction SMILES: [Br:12][N:13]1[C:14](=[O:15])[CH2:16][CH2:17][C:18]1=[O:19].[CH3:25][CH2:26][O:27][C:28](=[O:29])[CH3:30].[F:1][c:2]1[cH:3][c:4]([OH:11])[c:5]([C:6](=[O:7])[OH:8])[cH:9][cH:10]1.[O:20]=[CH:21][N:22]([CH3:23])[CH3:24]>>[F:1][c:2]1[cH:3][c:4]([OH:11])[c:5]([C:6](=[O:7])[OH:8])[cH:9][c:10]1[Br:12].